From a dataset of the Open Reaction Database (ORD), a public repository of structured organic reaction records. describe an organic reaction: reactants, conditions, products, and yield Reactants: C(C)OC(=O)C1CNC2=C(C=CC(=C2C1)OC)OC (Ethyl-1,2,3,4-tetrahydro-5,8-dimethoxy-3-quinolinecarboxylate), NC1=NC=C(C(=N1)N)CO (2,4-diamino-5-hydroxymethylpyrimidine). The product is NC1=NC=C(C(=N1)N)CC=1C(=C2CC(CNC2=C(C1)OC)C(=O)OCC)OC (Ethyl 6-(2,4-diamino-5-pyrimidinylmethyl)-1,2,3,4-tetrahydro-5,8-dimethoxy-3-quinolinecarboxylate). The yield is 49.0%. As a reaction SMILES: [CH2:1]([O:3][C:4]([CH:6]1[CH2:15][C:14]2[C:9](=[C:10]([O:18][CH3:19])[CH:11]=[CH:12][C:13]=2[O:16][CH3:17])[NH:8][CH2:7]1)=[O:5])[CH3:2].[NH2:20][C:21]1[N:26]=[C:25]([NH2:27])[C:24]([CH2:28]O)=[CH:23][N:22]=1>>[NH2:20][C:21]1[N:26]=[C:25]([NH2:27])[C:24]([CH2:28][C:12]2[C:13]([O:16][CH3:17])=[C:14]3[C:9](=[C:10]([O:18][CH3:19])[CH:11]=2)[NH:8][CH2:7][CH:6]([C:4]([O:3][CH2:1][CH3:2])=[O:5])[CH2:15]3)=[CH:23][N:22]=1. Procedure: Ethyl-1,2,3,4-tetrahydro-5,8-dimethoxy-3-quinolinecarboxylate (0.38 g, 1.43 mmol) was reacted with 2,4-diamino-5-hydroxymethylpyrimidine as in Example 17, and the product worked up as before. The product was purified on a silica gel column eluted with methylene chloride:methanol/19:1 to give 0.27 g (49%) of the title compound, mp 186°-188° (absolute ethanol). Anal. Calcd. for C19H25N5O4 : C, 58.90; H, 6.50; N, 18.08. Found: C, 58.95; H, 6.52; N, 18.08. The reactants are N[C@@H](CC1=CC=C(C=C1)O)C(=O)O (tyrosine), C1C(NC2=CC(=O)C(=O)C=C21)C(=O)O (dopachrome), C1=C(C=C2C(=C1O)NC(=C(S2)C3=CN=C4C(=CC(=CC4=O)CC(C(=O)O)N)S3)C(=O)O)CC(C(=O)O)N (eumelanins), O=C(O)[C@@H](N)CC1=CC=C(O)C(O)=C1 (dopa), C1C(NC2=CC(=O)C(=O)C=C21)C(=O)O (dopachrome), CC1=C2C3=C(C4=CNC5=C(C(=O)C(=O)C(=C45)C3=CN2)C)C(=O)C1=O (phaeomelanins). Yields the product OC=1C=C2C=CNC2=CC1O (5,6-dihydroxyindole). RXN SMILES: N[C@H](C(O)=O)CC1C=CC(O)=CC=1.O=C([C@H:17]([CH2:19][C:20]1[CH:27]=[C:25]([OH:26])[C:23]([OH:24])=[CH:22][CH:21]=1)[NH2:18])O.C1C2C(=CC(C(C=2)=O)=O)NC1C(O)=O.C1C(O)=C2NC(C(O)=O)=C(C3SC4=CC(CC(N)C(O)=O)=CC(=O)C4=NC=3)SC2=CC=1CC(N)C(O)=O.CC1C(=O)C(=O)C2C3C4C(=C(C)C(C(C=4C4=CNC=1C=24)=O)=O)NC=3>>[OH:26][C:25]1[CH:27]=[C:20]2[C:21](=[CH:22][C:23]=1[OH:24])[NH:18][CH:17]=[CH:19]2. Procedure details: As reported, for example, in Prota, Progress in the Chemist of Melanins and Related Metabolites, Med. Res. Reviews, 8:525-56 (1988), melanins are naturally occurring pigments present in hair and skin. In humans biosynthesis takes place in tyrosinase containing melanocytes. The tyrosinase enzyme catalyzes the hydroxylation of tyrosine to dopa and its subsequent oxidation to dopachrome. Once formed, dopachrome undergoes a series of complex reactions in the formation of eumelanins and phaeomelanins... The reactants are COc1cc2nccc(Oc3ccc(N)cc3)c2cc1OC, Cc1ccccc1, O=C=Nc1c(Cl)cccc1Cl. Yields the product COc1cc2nccc(Oc3ccc(NC(=O)Nc4c(Cl)cccc4Cl)cc3)c2cc1OC. RXN SMILES: [CH3:1][O:2][c:3]1[cH:4][c:5]2[c:6]([O:15][c:16]3[cH:17][cH:18][c:19]([NH2:22])[cH:20][cH:21]3)[cH:7][cH:8][n:9][c:10]2[cH:11][c:12]1[O:13][CH3:14].[CH3:34][c:35]1[cH:36][cH:37][cH:38][cH:39][cH:40]1.[Cl:23][c:24]1[c:25]([N:31]=[C:32]=[O:33])[c:26]([Cl:30])[cH:27][cH:28][cH:29]1>>[CH3:1][O:2][c:3]1[cH:4][c:5]2[c:6]([O:15][c:16]3[cH:17][cH:18][c:19]([NH:22][C:32]([NH:31][c:25]4[c:24]([Cl:23])[cH:29][cH:28][cH:27][c:26]4[Cl:30])=[O:33])[cH:20][cH:21]3)[cH:7][cH:8][n:9][c:10]2[cH:11][c:12]1[O:13][CH3:14]. Starting materials: OCCCBr, O=C([O-])[O-], CC(C)(C)OC(=O)N1CCNCC1, CC#N, [K+], [K+]. The product is CC(C)(C)OC(=O)N1CCN(CCCO)CC1. As a reaction SMILES: [Br:14][CH2:15][CH2:16][CH2:17][OH:18].[C:19](=[O:20])([O-:21])[O-:22].[C:1]([CH3:2])([CH3:3])([CH3:4])[O:5][C:6](=[O:7])[N:8]1[CH2:9][CH2:10][NH:11][CH2:12][CH2:13]1.[CH3:25][C:26]#[N:27].[K+:23].[K+:24]>>[C:1]([CH3:2])([CH3:3])([CH3:4])[O:5][C:6](=[O:7])[N:8]1[CH2:9][CH2:10][N:11]([CH2:15][CH2:16][CH2:17][OH:18])[CH2:12][CH2:13]1.